From a dataset of the Open Reaction Database (ORD), a public repository of structured organic reaction records. describe an organic reaction: reactants, conditions, products, and yield The reactants are COC1=CC=2C=C3N(C2C=C1)CC(C3=O)CC3CCN(CC3)CC3=CC=CC=C3 (2,3-dihydro-7-methoxy-2-[[1-(phenylmethyl)-4-piperidinyl]methyl]-1H-pyrrolo[1,2-a]indol-1-one), [H-].[Na+] (NaH), CI (methyl iodide). Solvent: C1CCOC1 (THF). Run at time 5 minute. The product is CC1(C(C=2N(C=3C=CC(=CC3C2)OC)C1)=O)CC1CCN(CC1)CC1=CC=CC=C1 (2,3-dihydro-2-methyl-7-methoxy-2-[[1-(phenylmethyl)-4-piperidinyl]methyl]-1H-pyrrolo[1,2-a]indol-1-one). Reaction SMILES: [CH3:1][O:2][C:3]1[CH:11]=[CH:10][C:9]2[N:8]3[CH2:12][CH:13]([CH2:16][CH:17]4[CH2:22][CH2:21][N:20]([CH2:23][C:24]5[CH:29]=[CH:28][CH:27]=[CH:26][CH:25]=5)[CH2:19][CH2:18]4)[C:14](=[O:15])[C:7]3=[CH:6][C:5]=2[CH:4]=1.[H-].[Na+].[CH3:32]I>C1COCC1>[CH3:32][C:13]1([CH2:16][CH:17]2[CH2:18][CH2:19][N:20]([CH2:23][C:24]3[CH:25]=[CH:26][CH:27]=[CH:28][CH:29]=3)[CH2:21][CH2:22]2)[CH2:12][N:8]2[C:9]3[CH:10]=[CH:11][C:3]([O:2][CH3:1])=[CH:4][C:5]=3[CH:6]=[C:7]2[C:14]1=[O:15] |f:1.2|. Reported procedure: A solution of 2,3-dihydro-7-methoxy-2-[[1-(phenylmethyl)-4-piperidinyl]methyl]-1H-pyrrolo[1,2-a]indol-1-one (137 mg, 0.353 mmol) in dry THF (5 ml) was treated with NaH (35 mg, 0.875 mmol) at r.t. After 5 minutes, an excess of methyl iodide (0.1 ml) was added and the mixture was stirred at r.t. for 3 hours. The mixture was quenched with water and extracted with chloroform. The organic layer was dried and concentrated to give 140 mg of material which was purified through silica gel to give the tit... Starting materials: BrC1=CC=C(C=C1)C(O)C1CC2CCC(C1)S2 ((4-bromo-phenyl)-(8-thia-bicyclo[3.2.1]oct-3-yl)-methanol). Reagents/catalysts: [O-2].[O-2].[Mn+4] (manganese dioxide). The solvent is C(Cl)Cl (DCM). Conditions: time 24 hour. Yields the product BrC1=CC=C(C=C1)C(=O)C1CC2CCC(C1)S2 ((4-Bromo-phenyl)-(8-thia-bicyclo[3.2.1]oct-3-yl)methanone). Yield: 91.8%. As a reaction SMILES: [Br:1][C:2]1[CH:7]=[CH:6][C:5]([CH:8]([CH:10]2[CH2:16][CH:15]3[S:17][CH:12]([CH2:13][CH2:14]3)[CH2:11]2)[OH:9])=[CH:4][CH:3]=1>C(Cl)Cl.[O-2].[O-2].[Mn+4]>[Br:1][C:2]1[CH:3]=[CH:4][C:5]([C:8]([CH:10]2[CH2:11][CH:12]3[S:17][CH:15]([CH2:14][CH2:13]3)[CH2:16]2)=[O:9])=[CH:6][CH:7]=1 |f:2.3.4|. Procedure: To a solution of (4-bromo-phenyl)-(8-thia-bicyclo[3.2.1]oct-3-yl)-methanol (1.99 g, 6.35 mmol) in DCM (100 ml) was added a total of manganese dioxide (8.28 g, 95.2 mmol) at RT and the reaction mixture was stirred for 24 hrs. The suspension was filtered and the residue was washed with DCM, dried in vacuo to yield the title intermediate (1.87 g, 5.83 mmol, 92%) as a colourless solid. Reactants: BrC1=CC=C(CC23CCCNN3C(N(C2=O)C2=CC(=NC(=C2)Cl)Cl)=O)C=C1 (6-(4-Bromobenzyl)-8-(2,6-dichloro-4-pyridyl)-1,2,8-triazabicyclo[4.3.0] nonan-7,9-dione), BrCCC(=O)OC (methyl 3-bromopropanoate), CCN(C(C)C)C(C)C (DIEA). Yields the product BrC1=CC=C(CC23CCCN(N3C(N(C2=O)C2=CC(=NC(=C2)Cl)Cl)=O)CCC(=O)OC)C=C1 (6-(4-Bromobenzyl)-8-(2,6-dichloro-4-pyridyl)-2-[2-(methoxycarbonyl)ethyl]-1,2,8-triazabicyclo[4.3.0]nonane-7,9-dione). RXN SMILES: [Br:1][C:2]1[CH:27]=[CH:26][C:5]([CH2:6][C:7]23[C:15](=[O:16])[N:14]([C:17]4[CH:22]=[C:21]([Cl:23])[N:20]=[C:19]([Cl:24])[CH:18]=4)[C:13](=[O:25])[N:12]2[NH:11][CH2:10][CH2:9][CH2:8]3)=[CH:4][CH:3]=1.CCN(C(C)C)C(C)C.Br[CH2:38][CH2:39][C:40]([O:42][CH3:43])=[O:41]>>[Br:1][C:2]1[CH:27]=[CH:26][C:5]([CH2:6][C:7]23[C:15](=[O:16])[N:14]([C:17]4[CH:22]=[C:21]([Cl:23])[N:20]=[C:19]([Cl:24])[CH:18]=4)[C:13](=[O:25])[N:12]2[N:11]([CH2:38][CH2:39][C:40]([O:42][CH3:43])=[O:41])[CH2:10][CH2:9][CH2:8]3)=[CH:4][CH:3]=1. Reported procedure: The compound from Example 100 (80 mg) was dissolved in methyl 3-bromopropanoate (0.5 mL) and DIEA (0.089 mL) and heated at 73° C. for 3 days. The reaction mixture was concentrated and purified by chromatography (silica gel; EtOAc/hexanes; chromatotron) to give the titled compound (38 mg). MS (m/z) 557 (MH+); mp. 157° C. Reactants: C1CCOC1, CC(C)CCON=O, COC(=O)c1cccc2nc(N)sc12. Product: COC(=O)c1cccc2ncsc12. Reaction SMILES: [CH2:23]1[O:24][CH2:25][CH2:26][CH2:27]1.[CH3:1][CH:2]([CH2:3][CH2:4][O:5][N:6]=[O:7])[CH3:8].[CH3:9][O:10][C:11](=[O:12])[c:13]1[cH:14][cH:15][cH:16][c:17]2[n:18][c:19]([NH2:22])[s:20][c:21]12>>[CH3:9][O:10][C:11](=[O:12])[c:13]1[cH:14][cH:15][cH:16][c:17]2[n:18][cH:19][s:20][c:21]12. Starting materials: CCS(=O)(=O)Nc1cncc(Br)c1, CCS(N)(=O)=O, Cn1c(B(O)O)cc2ccc(Cl)cc21. Yields the product CCS(N)(=O)=O, CCS(=O)(=O)Nc1cncc(-c2cc3ccc(Cl)cc3n2C)c1. As a reaction SMILES: [Br:1][c:2]1[cH:3][c:4]([NH:8][S:9](=[O:10])(=[O:11])[CH2:12][CH3:13])[cH:5][n:6][cH:7]1.[CH2:14]([CH3:15])[S:16](=[O:17])(=[O:18])[NH2:19].[Cl:20][c:21]1[cH:22][cH:23][c:24]2[cH:25][c:26]([B:31]([OH:32])[OH:33])[n:27]([CH3:30])[c:28]2[cH:29]1>>[CH2:14]([CH3:15])[S:16](=[O:17])(=[O:18])[NH2:19].[c:2]1(-[c:26]2[cH:25][c:24]3[cH:23][cH:22][c:21]([Cl:20])[cH:29][c:28]3[n:27]2[CH3:30])[cH:3][c:4]([NH:8][S:9](=[O:10])(=[O:11])[CH2:12][CH3:13])[cH:5][n:6][cH:7]1. The product is C#CC1(CCCCC)CCC(C2CCC(CCCCC)CC2)CC1. Reactants: CCCCCC1CCC(C2CCC(CCCCC)(C(Br)CBr)CC2)CC1, CC(C)(C)[O-], CC(C)(C)O, Cl, [K+], O. As a reaction SMILES: [Br:7][CH:8]([CH2:9][Br:10])[C:11]1([CH2:28][CH2:29][CH2:30][CH2:31][CH3:32])[CH2:12][CH2:13][CH:14]([CH:17]2[CH2:18][CH2:19][CH:20]([CH2:23][CH2:24][CH2:25][CH2:26][CH3:27])[CH2:21][CH2:22]2)[CH2:15][CH2:16]1.[CH3:1][C:2]([CH3:3])([O-:4])[CH3:5].[CH3:35][C:36]([OH:37])([CH3:38])[CH3:39].[ClH:34].[K+:6].[OH2:33]>>[C:8](#[CH:9])[C:11]1([CH2:28][CH2:29][CH2:30][CH2:31][CH3:32])[CH2:12][CH2:13][CH:14]([CH:17]2[CH2:18][CH2:19][CH:20]([CH2:23][CH2:24][CH2:25][CH2:26][CH3:27])[CH2:21][CH2:22]2)[CH2:15][CH2:16]1. Starting materials: CCOC(C)=O, CCO, CC1C(NC(=O)OCc2ccccc2)C(=O)N1S(=O)(=O)O, Oc1cccc2ccc[nH+]c12. Yields the product CC1NC(=O)C1NC(=O)OCc1ccccc1. As a reaction SMILES: [CH3:33][CH2:34][O:35][C:36](=[O:37])[CH3:38].[CH3:39][CH2:40][OH:41].[O:1]=[C:2]1[N:3]([S:18]([OH:19])(=[O:20])=[O:21])[CH:4]([CH3:17])[CH:5]1[NH:6][C:7](=[O:8])[O:9][CH2:10][c:11]1[cH:12][cH:13][cH:14][cH:15][cH:16]1.[OH:22][c:23]1[cH:24][cH:25][cH:26][c:27]2[c:28]1[nH+:29][cH:30][cH:31][cH:32]2>>[O:1]=[C:2]1[NH:3][CH:4]([CH3:17])[CH:5]1[NH:6][C:7](=[O:8])[O:9][CH2:10][c:11]1[cH:12][cH:13][cH:14][cH:15][cH:16]1. Reactants: Fe(acac)3, CC[Mg+].[Br-] (EtMgBr), ClC1=CC=C(C=N1)C(=O)N1[C@@H]2CN([C@H](C1)C2)[C@@H](C)C2=C(C(=C(C=C2)OCCC)C)C ((6-CHLOROPYRIDIN-3-YL)((1S,4S)-5-((S)-1-(2,3-DIMETHYL-4-PROPOXYPHENYL)ETHYL)-2,5-DIAZA-BICYCLO[2.2.1]HEPTAN-2-YL)METHANONE). Solvent: C1CCOC1 (THF), CN1C(CCC1)=O (N-methylpyrrolidinone), [Cl-].[Na+].O (brine). Run at time 50 minute. Yields the product C(C)C1=CC=C(C=N1)C(=O)N1[C@@H]2CN([C@H](C1)C2)[C@@H](C)C2=C(C(=C(C=C2)OCCC)C)C ((6-ETHYLPYRIDIN-3-YL)-((1S,4S)-5-{(S)-1-(2,3-DIMETHYL-4-PROPOXYPHENYL)ETHYL}-2,5-DIAZA-BICYCLO[2.2.1]HEPTAN-2-YL)-METHANONE). As a reaction SMILES: [CH3:1][CH2:2][Mg+].[Br-].Cl[C:6]1[N:11]=[CH:10][C:9]([C:12]([N:14]2[CH2:19][C@@H:18]3[CH2:20][C@H:15]2[CH2:16][N:17]3[C@H:21]([C:23]2[CH:28]=[CH:27][C:26]([O:29][CH2:30][CH2:31][CH3:32])=[C:25]([CH3:33])[C:24]=2[CH3:34])[CH3:22])=[O:13])=[CH:8][CH:7]=1>C1COCC1.CN1CCCC1=O.[Cl-].[Na+].O>[CH2:1]([C:6]1[N:11]=[CH:10][C:9]([C:12]([N:14]2[CH2:19][C@@H:18]3[CH2:20][C@H:15]2[CH2:16][N:17]3[C@H:21]([C:23]2[CH:28]=[CH:27][C:26]([O:29][CH2:30][CH2:31][CH3:32])=[C:25]([CH3:33])[C:24]=2[CH3:34])[CH3:22])=[O:13])=[CH:8][CH:7]=1)[CH3:2] |f:0.1,5.6.7|. Procedure details: Fe(acac)3 (5 mg) followed by EtMgBr (0.73 mL, 1N in THF) is added to a solution of the amide obtained in Example 4 (129 mg) in 3 mL of THF and 0.3 mL of N-methylpyrrolidinone at room temperature under N2. The dark purple reaction mixture is stirred at room temperature for 50 min and then diluted with brine and extracted 3 times with EtOAc (10 mL). The combined extracts are dried over Na2SO4, filtered and concentrated under reduced pressure. The crude product is purified by preparative thin layer... The reactants are O=C([O-])[O-], CC1=C2CCNCC2c2ccccc21, COC(=O)CBr, [K+], [K+], CN(C)C=O, O. Yields the product COC(=O)CN1CCC2=C(C)c3ccccc3C2C1. As a reaction SMILES: [C:26](=[O:27])([O-:28])[O-:29].[CH3:12][C:13]1=[C:25]2[CH:20]([c:19]3[c:14]1[cH:15][cH:16][cH:17][cH:18]3)[CH2:21][NH:22][CH2:23][CH2:24]2.[CH3:1][O:2][C:3]([CH2:4][Br:5])=[O:6].[K+:30].[K+:31].[O:7]=[CH:8][N:9]([CH3:10])[CH3:11].[OH2:32]>>[CH3:1][O:2][C:3]([CH2:4][N:22]1[CH2:21][CH:20]2[c:19]3[c:14]([cH:15][cH:16][cH:17][cH:18]3)[C:13]([CH3:12])=[C:25]2[CH2:24][CH2:23]1)=[O:6]. Starting materials: [BH4-], CCN1C(=O)CN=C(c2ccccc2F)c2cc(C(C)=O)ccc21, CO, [Na+], O. Product: CCN1C(=O)CN=C(c2ccccc2F)c2cc(C(C)O)ccc21. Reaction SMILES: [BH4-:25].[C:1]([CH3:2])(=[O:3])[c:4]1[cH:5][cH:6][c:7]2[c:8]([cH:24]1)[C:9]([c:17]1[c:18]([F:23])[cH:19][cH:20][cH:21][cH:22]1)=[N:10][CH2:11][C:12](=[O:16])[N:13]2[CH2:14][CH3:15].[CH3:28][OH:29].[Na+:26].[OH2:27]>>[CH:1]([CH3:2])([OH:3])[c:4]1[cH:5][cH:6][c:7]2[c:8]([cH:24]1)[C:9]([c:17]1[c:18]([F:23])[cH:19][cH:20][cH:21][cH:22]1)=[N:10][CH2:11][C:12](=[O:16])[N:13]2[CH2:14][CH3:15].